Dataset: the Open Reaction Database (ORD), a public repository of structured organic reaction records. Task: describe an organic reaction: reactants, conditions, products, and yield Run at time 2 hour. RXN SMILES: [CH3:1][O:2][C:3]1[CH:11]=[CH:10][C:6]([C:7](O)=[O:8])=[C:5]([N+:12]([O-:14])=[O:13])[CH:4]=1.C[N:16](C=O)C.C(Cl)(=O)C(Cl)=O>C(Cl)Cl>[CH3:1][O:2][C:3]1[CH:11]=[CH:10][C:6]([C:7]([NH2:16])=[O:8])=[C:5]([N+:12]([O-:14])=[O:13])[CH:4]=1. Solvent: C(Cl)Cl (DCM). The product is COC1=CC(=C(C(=O)N)C=C1)[N+](=O)[O-] (4-methoxy-2-nitro-benzamide). Reported procedure: To an ice cooled suspension of 4-methoxy-2-nitro-benzoic acid (14.1 g, 71.5 mmol) and some drops of DMF in DCM (150 ml) was added drop wise oxalyl chloride (19.0 g, 150 mmol) and the mixture was stirred for two hours at room temperature. The solvent was evaporated and water was added. The product was filtered of and washed with water and hexane. The product was dried in vacuum. Yield: 10 g, 71%. Reactants: CN(C)C=O (DMF), C(C(=O)Cl)(=O)Cl (oxalyl chloride), ice, COC1=CC(=C(C(=O)O)C=C1)[N+](=O)[O-] (4-methoxy-2-nitro-benzoic acid).